Dataset: the Open Reaction Database (ORD), a public repository of structured organic reaction records. Task: describe an organic reaction: reactants, conditions, products, and yield The reactants are CC(=O)C1=CCC2C3CCC4CC=CCC4(C)C3C(=O)CC12C, [Cl-], O, [NH3+]O, c1ccncc1. Yields the product CC(=NO)C1=CCC2C3CCC4CC=CCC4(C)C3C(=O)CC12C. RXN SMILES: [CH3:1][C:2]([C:3]1=[CH:4][CH2:5][CH:6]2[CH:7]3[CH2:8][CH2:9][CH:10]4[CH2:11][CH:12]=[CH:13][CH2:14][C:15]4([CH3:16])[CH:17]3[C:18](=[O:22])[CH2:19][C:20]12[CH3:21])=[O:23].[Cl-:24].[OH2:33].[OH:25][NH3+:26].[cH:27]1[cH:28][cH:29][n:30][cH:31][cH:32]1>>[CH3:1][C:2]([C:3]1=[CH:4][CH2:5][CH:6]2[CH:7]3[CH2:8][CH2:9][CH:10]4[CH2:11][CH:12]=[CH:13][CH2:14][C:15]4([CH3:16])[CH:17]3[C:18](=[O:22])[CH2:19][C:20]12[CH3:21])=[N:26][OH:25].